Dataset: the Open Reaction Database (ORD), a public repository of structured organic reaction records. Task: describe an organic reaction: reactants, conditions, products, and yield The reactants are OC(C[C@@]1(CCN(C(O1)=O)[C@@H](C)C1=CC=C(C=C1)B1OC(C(O1)(C)C)(C)C)C1=CC=CC=C1)(C)C ((S)-6-(2-hydroxy-2-methylpropyl)-6-phenyl-3-[(S)-1-(4-(4,4,5,5-tetramethyl-1,3,2-dioxaborolan-2-yl)phenyl)ethyl]-1,3-oxazinan-2-one), BrC1=C(N=C(S1)C)C (5-bromo-2,4-dimethyl-thiazole). The product is CC=1SC(=C(N1)C)C1=CC=C(C=C1)[C@H](C)N1C(O[C@](CC1)(C1=CC=CC=C1)CC(C)(C)O)=O (3-{(S)-1-[4-(2,4-Dimethyl-thiazol-5-yl)-phenyl]-ethyl}-(S)-6-(2-hydroxy-2-methyl-propyl)-6-phenyl-[1,3]oxazinan-2-one). Reaction SMILES: [OH:1][C:2]([CH3:35])([CH3:34])[CH2:3][C@@:4]1([C:28]2[CH:33]=[CH:32][CH:31]=[CH:30][CH:29]=2)[O:9][C:8](=[O:10])[N:7]([C@H:11]([C:13]2[CH:18]=[CH:17][C:16](B3OC(C)(C)C(C)(C)O3)=[CH:15][CH:14]=2)[CH3:12])[CH2:6][CH2:5]1.Br[C:37]1[S:41][C:40]([CH3:42])=[N:39][C:38]=1[CH3:43]>>[CH3:42][C:40]1[S:41][C:37]([C:16]2[CH:15]=[CH:14][C:13]([C@@H:11]([N:7]3[CH2:6][CH2:5][C@:4]([CH2:3][C:2]([OH:1])([CH3:34])[CH3:35])([C:28]4[CH:33]=[CH:32][CH:31]=[CH:30][CH:29]=4)[O:9][C:8]3=[O:10])[CH3:12])=[CH:18][CH:17]=2)=[C:38]([CH3:43])[N:39]=1. Reported procedure: The title compound was prepared from (S)-6-(2-hydroxy-2-methylpropyl)-6-phenyl-3-[(S)-1-(4-(4,4,5,5-tetramethyl-1,3,2-dioxaborolan-2-yl)phenyl)ethyl]-1,3-oxazinan-2-one and 5-bromo-2,4-dimethyl-thiazole following a procedure analogous to that described in Example 171. Mass spectrum (ESI+): m/z=465 [M+H]+. The reactants are N1(CCCCCC1)CC=1C=C(OCCCN)C=CC1 (3-[3-[(hexahydro-1H-azepin-1-yl) methyl]phenoxy]-1-propanamine), BrC1=NN=C(S1)N (5-bromo-1,3,4-thiadiazole-2-amine). Yields the product N1(CCCCCC1)CC=1C=C(OCCCNC=2SC(=NN2)N)C=CC1 (N-[3-[3-[(Hexahydro-1H-azepin-1-yl)methyl]phenoxy]propyl]-1,3,4-thiadiazole-2,5-diamine). RXN SMILES: [N:1]1([CH2:8][C:9]2[CH:10]=[C:11]([CH:17]=[CH:18][CH:19]=2)[O:12][CH2:13][CH2:14][CH2:15][NH2:16])[CH2:7][CH2:6][CH2:5][CH2:4][CH2:3][CH2:2]1.Br[C:21]1[S:25][C:24]([NH2:26])=[N:23][N:22]=1>>[N:1]1([CH2:8][C:9]2[CH:10]=[C:11]([CH:17]=[CH:18][CH:19]=2)[O:12][CH2:13][CH2:14][CH2:15][NH:16][C:21]2[S:25][C:24]([NH2:26])=[N:23][N:22]=2)[CH2:7][CH2:6][CH2:5][CH2:4][CH2:3][CH2:2]1. Procedure: The compound is prepared by a method analogous to that of Example 51 from 3-[3-[(hexahydro-1H-azepin-1-yl) methyl]phenoxy]-1-propanamine and 5-bromo-1,3,4-thiadiazole-2-amine. Reactants: BrC1=CC(=C(C=C1)N1C2=NC=NC=3C=C(C(=C(CC1CI)C32)OC)OC)F (4-(4-bromo-2-fluoro-phenyl)-5-iodomethyl-7,8-dimethoxy-5,6-dihydro-4H-1,3,4-triaza-phenalene), C1CCC2=NCCCN2CC1 (DBU). Run in C(Cl)(Cl)Cl (chloroform), C1(=CC=CC=C1)C (toluene). Reaction conditions: temperature 120 celsius. Yields the product BrC1=CC(=C(C=C1)N1C2=NC=NC=3C=C(C(=C(C=C1C)C32)OC)OC)F (4-(4-bromo-2-fluoro-phenyl)-7,8-dimethoxy-5-methyl-4H-1,3,4-triaza-phenalene). As a reaction SMILES: [Br:1][C:2]1[CH:7]=[CH:6][C:5]([N:8]2[CH:19]([CH2:20]I)[CH2:18][C:17]3[C:22]4[C:9]2=[N:10][CH:11]=[N:12][C:13]=4[CH:14]=[C:15]([O:25][CH3:26])[C:16]=3[O:23][CH3:24])=[C:4]([F:27])[CH:3]=1.C1CCN2C(=NCCC2)CC1>C1(C)C=CC=CC=1.C(Cl)(Cl)Cl>[Br:1][C:2]1[CH:7]=[CH:6][C:5]([N:8]2[C:19]([CH3:20])=[CH:18][C:17]3[C:22]4[C:9]2=[N:10][CH:11]=[N:12][C:13]=4[CH:14]=[C:15]([O:25][CH3:26])[C:16]=3[O:23][CH3:24])=[C:4]([F:27])[CH:3]=1. Reported procedure: To a solution of 4-(4-bromo-2-fluoro-phenyl)-5-iodomethyl-7,8-dimethoxy-5,6-dihydro-4H-1,3,4-triaza-phenalene (33 mg, 0.06 mmol) (from Example 19, Step F, supra) in toluene (7 mL) was added DBU (0.09 mL, 0.6 mmol) (Fluka). The reaction mixture was heated at 120° C. for 1 hour. The mixture was then diluted with chloroform (100 mL), and washed with H2O. The organic layer was separated, dried over Na2SO4, and concentrated. The residue was purified by chromatography using EtOAc/CH2Cl2 /Et3N (1:1:0.0... Reactants: NC1=C(C=CC=C1)O (2-amino-hydroxybenzene), C(C(=O)C(F)F)(F)F (sym-tetrafluoroacetone), Hastelloy. Solvent: C1(=CC=CC=C1)C (toluene). Product: NC1=C(C=C(C=C1)C(C(F)F)(C(F)F)O)O (4-amino[2,2-difluoro-1-hydroxy-1-(difluoromethyl)ethyl]-3-hydroxybenzene). RXN SMILES: [NH2:1][C:2]1[CH:7]=[CH:6][CH:5]=[CH:4][C:3]=1[OH:8].[CH:9]([F:16])([F:15])[C:10]([CH:12]([F:14])[F:13])=[O:11]>C1(C)C=CC=CC=1>[NH2:1][C:2]1[CH:7]=[CH:6][C:5]([C:10]([OH:11])([CH:9]([F:16])[F:15])[CH:12]([F:14])[F:13])=[CH:4][C:3]=1[OH:8]. Procedure details: A mixture of 2-amino-hydroxybenzene, toluene and sym-tetrafluoroacetone can be heated in a Hastelloy® bomb. The solvent can be removed by evaporation and the residual material can be purified by chromatography on silica gel to give 4-amino[2,2-difluoro-1-hydroxy-1-(difluoromethyl)ethyl]-3-hydroxybenzene. Starting materials: C1(CC1)C=1C=CC(=NC1OCC1CC1)C(=O)NC(C(=O)O)(CC)CC (2-(5-cyclopropyl-6-(cyclopropylmethoxy)picolinamido)-2-ethylbutanoic acid), CNCC (N-methylethanamine). Product: C(C)C(CC)(C(N(C)CC)=O)NC(=O)C1=NC(=C(C=C1)C1CC1)OCC1CC1 (5-Cyclopropyl-6-cyclopropylmethoxy-pyridine-2-carboxylic acid [1-ethyl-1-(ethyl-methyl-carbamoyl)-propyl]-amide). Reaction SMILES: [CH:1]1([C:4]2[CH:5]=[CH:6][C:7]([C:15]([NH:17][C:18]([CH2:24][CH3:25])([CH2:22][CH3:23])[C:19]([OH:21])=O)=[O:16])=[N:8][C:9]=2[O:10][CH2:11][CH:12]2[CH2:14][CH2:13]2)[CH2:3][CH2:2]1.[CH3:26][NH:27][CH2:28][CH3:29]>>[CH2:24]([C:18]([NH:17][C:15]([C:7]1[CH:6]=[CH:5][C:4]([CH:1]2[CH2:2][CH2:3]2)=[C:9]([O:10][CH2:11][CH:12]2[CH2:14][CH2:13]2)[N:8]=1)=[O:16])([C:19](=[O:21])[N:27]([CH2:28][CH3:29])[CH3:26])[CH2:22][CH3:23])[CH3:25]. Procedure details: The title compound was synthesized in analogy to Example 1, using 2-(5-cyclopropyl-6-(cyclopropylmethoxy)picolinamido)-2-ethylbutanoic acid (Example 274 a) and N-methylethanamine (CAN 624-78-2) as starting materials. MS (EI): m/e=388.0 [M+H]+.